This data is from the Open Reaction Database (ORD), a public repository of structured organic reaction records. The task is: describe an organic reaction: reactants, conditions, products, and yield Starting materials: COC=1C=CC2=C(N(C(CS2)=O)CCN2CCC(CC2)NC(OC(C)(C)C)=O)C1 (tert-Butyl {1-[2-(6-methoxy-3-oxo-2,3-dihydro-4H-1,4-benzothiazin-4-yl)ethyl]piperidin-4-yl}carbamate), COC=1C=CC2=C(N(C(CS2)=O)CCN2CCC(CC2)NC(OC(C)(C)C)=O)C1 (tert-Butyl {1-[2-(6-methoxy-3-oxo-2,3-dihydro-4H-1,4-benzothiazin-4-yl)ethyl]piperidin-4-yl}carbamate), NC1CCN(CC1)CCN1C(C=CC2=CC=C(C=C12)C#N)=O (1-[2-(4-Aminopiperidin-1-yl)ethyl]-2-oxo-1,2-dihydroquinoline-7-carbonitrile). Product: NC1CCN(CC1)CCN1C(CSC2=C1C=C(C=C2)OC)=O (4-[2-(4-Aminopiperidin-1-yl)ethyl]-6-methoxy-2H-1,4-benzothiazin-3(4H)-one). Reaction SMILES: [CH3:1][O:2][C:3]1[CH:4]=[CH:5][C:6]2[S:11][CH2:10][C:9](=[O:12])[N:8]([CH2:13][CH2:14][N:15]3[CH2:20][CH2:19][CH:18]([NH:21]C(=O)OC(C)(C)C)[CH2:17][CH2:16]3)[C:7]=2[CH:29]=1.NC1CCN(CCN2C3C(=CC=C(C#N)C=3)C=CC2=O)CC1>>[NH2:21][CH:18]1[CH2:17][CH2:16][N:15]([CH2:14][CH2:13][N:8]2[C:7]3[CH:29]=[C:3]([O:2][CH3:1])[CH:4]=[CH:5][C:6]=3[S:11][CH2:10][C:9]2=[O:12])[CH2:20][CH2:19]1. Reported procedure: tert-Butyl {1-[2-(6-methoxy-3-oxo-2,3-dihydro-4H-1,4-benzothiazin-4-yl)ethyl]piperidin-4-yl}carbamate (Intermediate 51) (750 mg, 1.78 mmol) was reacted as described for Intermediate 14. The crude trifluoro acetate of the title compound was used without further purification for the next step (quantitative yield). The reactants are C(C1=CC=CC=C1)C1=C(C(=C(N=N1)N1C[C@H](N(CC1)C1=NC=C(N=C1)C(CO)=O)C)C)C (1-[(R)-4-(6-Benzyl-4,5-dimethyl-pyridazin-3-yl)-2-methyl-3,4,5,6-tetrahydro-2H-[1,2′]bipyrazinyl-5′-yl)-2-hydroxy-ethanone), [BH4-].[Na+] (NaBH4), Cl (HCl). Run in CCO (EtOH). Run at time 3 hour. Product: C(C1=CC=CC=C1)C1=C(C(=C(N=N1)N1C[C@H](N(CC1)C1=NC=C(N=C1)C(CO)O)C)C)C (1-[(R)-4-(6-Benzyl-4,5-dimethyl-pyridazin-3-yl)-2-methyl-3,4,5,6-tetrahydro-2H-[1,2′]bipyrazinyl-5′-yl)-ethane-1,2-diol). The yield is 88.4%. As a reaction SMILES: [CH2:1]([C:8]1[N:13]=[N:12][C:11]([N:14]2[CH2:19][CH2:18][N:17]([C:20]3[CH:25]=[N:24][C:23]([C:26](=[O:29])[CH2:27][OH:28])=[CH:22][N:21]=3)[C@H:16]([CH3:30])[CH2:15]2)=[C:10]([CH3:31])[C:9]=1[CH3:32])[C:2]1[CH:7]=[CH:6][CH:5]=[CH:4][CH:3]=1.[BH4-].[Na+].Cl>CCO>[CH2:1]([C:8]1[N:13]=[N:12][C:11]([N:14]2[CH2:19][CH2:18][N:17]([C:20]3[CH:25]=[N:24][C:23]([CH:26]([OH:29])[CH2:27][OH:28])=[CH:22][N:21]=3)[C@H:16]([CH3:30])[CH2:15]2)=[C:10]([CH3:31])[C:9]=1[CH3:32])[C:2]1[CH:7]=[CH:6][CH:5]=[CH:4][CH:3]=1 |f:1.2|. Procedure: To a solution of 1-[(R)-4-(6-Benzyl-4,5-dimethyl-pyridazin-3-yl)-2methyl-3,4,5,6-tetrahydro-2H-[1,2′]bipyrazinyl-5′-yl)-2-hydroxy-ethanone (example 114, 110 mg, 0.25 mmol) and EtOH (20 ml) is added NaBH4 (14 mg, 0.38 mmol) at 0° C. The mixture is warmed up to room temperature and stirred for 3 h. The reaction solution is acidified with 3N HCl to pH ˜7 and the organic solvent is removed. The residue is dissolved in saturated NaHCO3 solution and extracted with DCM. The organic layer is concentrate... The reactants are C(=O)(OC)CCCCCCCCCCC(=O)NC1=C(C=CC=C1)O (N-(11-Carbomethoxyundecanoyl)-2-hydroxyaniline), BrCCCC(=O)OCC (ethyl 4-bromobutyrate). Product: C(=O)(OC)CCCCCCCCCCC(=O)NC1=C(OCCCC(=O)OCC)C=CC=C1 (Ethyl 4-(2-(11-carbomethoxyundecanoylamino)-phenoxy)butyrate). RXN SMILES: [C:1]([CH2:5][CH2:6][CH2:7][CH2:8][CH2:9][CH2:10][CH2:11][CH2:12][CH2:13][CH2:14][C:15]([NH:17][C:18]1[CH:23]=[CH:22][CH:21]=[CH:20][C:19]=1[OH:24])=[O:16])([O:3][CH3:4])=[O:2].Br[CH2:26][CH2:27][CH2:28][C:29]([O:31][CH2:32][CH3:33])=[O:30]>>[C:1]([CH2:5][CH2:6][CH2:7][CH2:8][CH2:9][CH2:10][CH2:11][CH2:12][CH2:13][CH2:14][C:15]([NH:17][C:18]1[CH:23]=[CH:22][CH:21]=[CH:20][C:19]=1[O:24][CH2:26][CH2:27][CH2:28][C:29]([O:31][CH2:32][CH3:33])=[O:30])=[O:16])([O:3][CH3:4])=[O:2]. Procedure: When (44) and 4-bromobutyronitrile are reacted under the conditions of step (A), above, (45) is obtained as a waxy solid. Conversely, reacting (44) with ethyl 4-bromobutyrate as in step (A) yields (8).